Dataset: the Open Reaction Database (ORD), a public repository of structured organic reaction records. Task: describe an organic reaction: reactants, conditions, products, and yield The reactants are BrC=1SC=CC1 (2-Bromothiophene), ClC=1C=C(C=CC1)B(O)O (3-chlorophenylboronic acid). Yields the product ClC=1C=C(C=CC1)C=1SC=CC1 (2-(3-chlorophenyl)thiophene). As a reaction SMILES: Br[C:2]1[S:3][CH:4]=[CH:5][CH:6]=1.[Cl:7][C:8]1[CH:9]=[C:10](B(O)O)[CH:11]=[CH:12][CH:13]=1>>[Cl:7][C:8]1[CH:13]=[C:12]([C:2]2[S:3][CH:4]=[CH:5][CH:6]=2)[CH:11]=[CH:10][CH:9]=1. Reported procedure: 2-Bromothiophene and 3-chlorophenylboronic acid were treated in a manner similar to Reference Example 26-(2) to give 2-(3-chlorophenyl)thiophene as colorless oil.